From a dataset of the Open Reaction Database (ORD), a public repository of structured organic reaction records. describe an organic reaction: reactants, conditions, products, and yield Reaction SMILES: [Cl:1][C:2]1[C:13]([Cl:14])=[CH:12][CH:11]=[CH:10][C:3]=1O[C@@H](C)C(O)=O.[NH2:15][C:16]1[CH:17]=[CH:18][C:19]2[O:23][C:22]([C:24]3[CH:29]=[CH:28][N:27]=[CH:26][CH:25]=3)=[N:21][C:20]=2[CH:30]=1>>[Cl:1][C:2]1[C:13]([Cl:14])=[CH:12][CH:11]=[CH:10][C:3]=1[NH:21][CH:20]([CH3:30])[C:19]([NH:15][C:16]1[CH:17]=[CH:18][C:19]2[O:23][C:22]([C:24]3[CH:25]=[CH:26][N:27]=[CH:28][CH:29]=3)=[N:21][C:20]=2[CH:30]=1)=[O:23]. The yield is 71.0%. Reported procedure: Similarly prepared as per compound 8 procedure, using (S)-2-(2,3-dichlorophenyl) propanoic acid 7 and compound 4 (4-pyridine) to obtained title compound Q60 as white solid (71%). 1H NMR (CDCl3, 400 MHz) δ 1.72 (d, J=6.8 Hz, 3H), 3.95 (dq, J=7.2 Hz, J=3.2 Hz, 1H), 4.79 (d, J=2.8 Hz, 1H), 6.56 (d, J=8.4 Hz, 1H), 6.96 (d, J=8 Hz, 1H), 7.09 (t, J=8 Hz, 1H), 7.46 (dd, J=9.2 Hz, J2=2 Hz, 1H), 7.54 (d, J=8.4 Hz, 1H), 8.06 (d, J=4 Hz, 2H), 8.09 (d, J=1.6 Hz, 1H), 8.56 (s, 1H), 8.8 (bs, 2H); 13C NMR (CDC... The reactants are NC=1C=CC2=C(N=C(O2)C2=CC=NC=C2)C1 (5-amino-2-(pyridine-4-yl) benzo[d]oxazole), compound 8, ClC1=C(O[C@H](C(=O)O)C)C=CC=C1Cl ((S)-2-(2, 3-dichlorophenoxy) propanoic acid). Yields the product ClC1=C(C=CC=C1Cl)NC(C(=O)NC=1C=CC2=C(N=C(O2)C2=CC=NC=C2)C1)C (2-(2,3-dichlorophenylamino)-N-(2-(pyridine-4-yl)benzo[d]oxazol-5-yl)propanamide), solid. The reactants are CCOC(=O)c1cnc(Cl)s1, CC(C)N, Cc1ccccc1, C[Al](C)C, C1COCCO1. Product: CC(C)NC(=O)c1cnc(Cl)s1. As a reaction SMILES: [CH2:9]([O:11][C:12](=[O:10])[c:14]1[cH:15][n:16][c:17]([Cl:19])[s:18]1)[CH3:13].[CH3:1][CH:2]([CH3:3])[NH2:4].[CH3:26][c:27]1[cH:28][cH:29][cH:30][cH:31][cH:32]1.[CH3:5][Al:6]([CH3:7])[CH3:8].[O:20]1[CH2:21][CH2:22][O:23][CH2:24][CH2:25]1>>[CH3:1][CH:2]([CH3:3])[NH:4][C:12](=[O:11])[c:14]1[cH:15][n:16][c:17]([Cl:19])[s:18]1. The reactants are C(OC)Cl (MOMCl), C(C)(C)N(C(C)C)CC (N,N-diisopropylethylamine), C(C)OC(=O)[C@@H]1N(C[C@@H](C1)O)CCC1=CC=C(C=C1)OC ((2R, 4R)-(+)-2-(ethoxycarbonyl)-4-hydroxy-1-(4-methoxyphenethyl) pyrrolidine). Run in ClCCl (dichloromethane). Conditions: time 14 hour. The product is C(C)OC(=O)[C@@H]1N(C[C@@H](C1)OCOC)CCC1=CC=C(C=C1)OC ((2R, 4R)-(+)-2-(ethoxycarbonyl)-4-(methoxymethoxy)-1-(4-methoxyphenethyl)pyrrolidine). The yield is 89.6%. Reaction SMILES: [CH2:1](Cl)[O:2][CH3:3].C(N(CC)C(C)C)(C)C.[CH2:14]([O:16][C:17]([C@H:19]1[CH2:23][C@@H:22]([OH:24])[CH2:21][N:20]1[CH2:25][CH2:26][C:27]1[CH:32]=[CH:31][C:30]([O:33][CH3:34])=[CH:29][CH:28]=1)=[O:18])[CH3:15]>ClCCl>[CH2:14]([O:16][C:17]([C@H:19]1[CH2:23][C@@H:22]([O:24][CH2:1][O:2][CH3:3])[CH2:21][N:20]1[CH2:25][CH2:26][C:27]1[CH:28]=[CH:29][C:30]([O:33][CH3:34])=[CH:31][CH:32]=1)=[O:18])[CH3:15]. Procedure: 9.32 ml (123 mmol) of MOMCl was added to a solution of 25 ml (144 mmol) of N,N-diisopropylethylamine and 6.00 g (20.5mmol) of (2R, 4R)-(+)-2-(ethoxycarbonyl)-4-hydroxy-1-(4-methoxyphenethyl) pyrrolidine in dichloromethane (100 ml) and the mixture was stirred for 14 hours at room temperature. The mixture was washed with saturated aqueous sodium carbonate and saturated aqueous sodium chloride, dried over anhydrous sodium sulfate, and concentrated in vacuo. The residue was purified by silicagel col...